Dataset: the Open Reaction Database (ORD), a public repository of structured organic reaction records. Task: describe an organic reaction: reactants, conditions, products, and yield Reactants: Cl.CN (methylamine hydrochloride), ClC1=C2N=CN(C2=NC=N1)C=C (6-Chloro-9-vinylpurine), CN (methylamine), O (Water). Run in C1CCOC1 (THF). Conditions: time 5 hour. Yields the product CNC1=C2N=CN(C2=NC=N1)C=C (N-Methyl-9-vinyl-9H-purin-6-amine). As a reaction SMILES: Cl[C:2]1[N:10]=[CH:9][N:8]=[C:7]2[C:3]=1[N:4]=[CH:5][N:6]2[CH:11]=[CH2:12].[CH3:13][NH2:14].O.Cl.CN>C1COCC1>[CH3:13][NH:14][C:2]1[N:10]=[CH:9][N:8]=[C:7]2[C:3]=1[N:4]=[CH:5][N:6]2[CH:11]=[CH2:12] |f:3.4|. Reported procedure: 6-Chloro-9-vinylpurine (JOC 1968, 33, 1341) (0.54 g, 3 mmol), was added to methylamine (15 mmol, 2.0M in THF) in THF (5 mL) and the mixture was stirred for 5 h at rt. Water was added to dissolve the white precipitate (methylamine hydrochloride). The aqueous layer was extracted with ethyl acetate and the combined organic layers were dried over sodium sulfate, concentrated on a rotavap, and then subjected to silica gel column chromatography (5% methanol/methylene chloride) yielding the desired pro...